Dataset: the Open Reaction Database (ORD), a public repository of structured organic reaction records. Task: describe an organic reaction: reactants, conditions, products, and yield Reactants: N#Cc1ccc(NC(=O)c2ccc3c(c2)NCC3)cc1, COc1ccc(Cl)cc1S(=O)(=O)Cl. Yields the product COc1ccc(Cl)cc1S(=O)(=O)N1CCc2ccc(C(=O)Nc3ccc(C#N)cc3)cc21. RXN SMILES: [C:1](#[N:2])[c:3]1[cH:4][cH:5][c:6]([NH:9][C:10](=[O:11])[c:12]2[cH:13][cH:14][c:15]3[c:19]([cH:20]2)[NH:18][CH2:17][CH2:16]3)[cH:7][cH:8]1.[Cl:21][c:22]1[cH:23][cH:24][c:25]([O:32][CH3:33])[c:26]([S:28](=[O:29])(=[O:30])[Cl:31])[cH:27]1>>[C:1](#[N:2])[c:3]1[cH:4][cH:5][c:6]([NH:9][C:10](=[O:11])[c:12]2[cH:13][cH:14][c:15]3[c:19]([cH:20]2)[N:18]([S:28]([c:26]2[c:25]([O:32][CH3:33])[cH:24][cH:23][c:22]([Cl:21])[cH:27]2)(=[O:29])=[O:30])[CH2:17][CH2:16]3)[cH:7][cH:8]1.